Dataset: the Open Reaction Database (ORD), a public repository of structured organic reaction records. Task: describe an organic reaction: reactants, conditions, products, and yield The reactants are CCOC(=O)c1c(OCC)nsc1NC(=O)Oc1ccccc1, CNC, CN(C)C=O. Product: CCOC(=O)c1c(OCC)nsc1NC(=O)N(C)C. As a reaction SMILES: [CH2:1]([CH3:2])[O:3][c:4]1[n:5][s:6][c:7]([NH:14][C:15]([O:16][c:17]2[cH:18][cH:19][cH:20][cH:21][cH:22]2)=[O:23])[c:8]1[C:9](=[O:10])[O:11][CH2:12][CH3:13].[CH3:24][NH:25][CH3:26].[CH3:27][N:28]([CH3:29])[CH:30]=[O:31]>>[CH2:1]([CH3:2])[O:3][c:4]1[n:5][s:6][c:7]([NH:14][C:15](=[O:23])[N:25]([CH3:24])[CH3:26])[c:8]1[C:9](=[O:10])[O:11][CH2:12][CH3:13]. The reactants are O=C(CCCl)c1ccc(O)cc1O, Cl, [Na+], [OH-]. The product is O=C1CCOc2cc(O)ccc21. Reaction SMILES: [Cl:1][CH2:2][CH2:3][C:4](=[O:5])[c:6]1[c:7]([OH:13])[cH:8][c:9]([OH:12])[cH:10][cH:11]1.[ClH:14].[Na+:16].[OH-:15]>>[CH2:2]1[CH2:3][C:4](=[O:5])[c:6]2[c:7]([cH:8][c:9]([OH:12])[cH:10][cH:11]2)[O:13]1.